From a dataset of the Open Reaction Database (ORD), a public repository of structured organic reaction records. describe an organic reaction: reactants, conditions, products, and yield RXN SMILES: [C:10]([CH3:11])([O:12][CH3:13])([O:14][CH3:15])[O:16][CH3:17].[C:1]([CH2:2][C:3](=[O:4])[O:5][CH3:6])(=[O:7])[O:8][CH3:9].[CH3:18][C:19]([O:20][C:21](=[O:22])[CH3:23])=[O:24]>>[C:1]([C:2]([C:3](=[O:4])[O:5][CH3:6])=[C:10]([CH3:11])[O:12][CH3:13])(=[O:7])[O:8][CH3:9]. Starting materials: COC(C)(OC)OC, COC(=O)CC(=O)OC, CC(=O)OC(C)=O. The product is COC(=O)C(C(=O)OC)=C(C)OC. Procedure: 18.5 g (85 mmol) of the above product (15-1) was dissolved in 100 ml of pyridine, then added with 7.1 g (90 mmol) of acetyl chloride at 0°-5° C. and stirred at the same temperature for 2 hours. The reaction mixture was poured into water and extracted with ethyl acetate. The resulting organic layer was washed with 10% hydrochloric acid, water, a 5% sodium bicarbonate solution and brine successively in that order, then dried over anhydrous magnesium sulfate and concentrated under reduced pressure ... Solvent: N1=CC=CC=C1 (pyridine). Run at time 2 hour. Yields the product C(C)(=O)OC(C(F)(F)F)CCCC1=CC=CC=C1 (2-acetoxy-5-phenyl-1,1,1-trifluoropentane). Reaction SMILES: [C:1]1([CH2:7][CH2:8][CH2:9][CH:10]([OH:15])[C:11]([F:14])([F:13])[F:12])[CH:6]=[CH:5][CH:4]=[CH:3][CH:2]=1.[C:16](Cl)(=[O:18])[CH3:17].O>N1C=CC=CC=1>[C:16]([O:15][CH:10]([CH2:9][CH2:8][CH2:7][C:1]1[CH:2]=[CH:3][CH:4]=[CH:5][CH:6]=1)[C:11]([F:13])([F:14])[F:12])(=[O:18])[CH3:17]. Yield: 98.1%. Starting materials: C(C)(=O)Cl (acetyl chloride), C1(=CC=CC=C1)CCCC(C(F)(F)F)O (5-phenyl-1,1,1-trifluoro-2-pentanol), O (water). Starting materials: CC(=O)O[BH-](OC(C)=O)OC(C)=O, O=Cc1ccccc1, CC(Cl)Cl, Nc1cc([N+](=O)[O-])ccc1N1CCN(C(=O)c2ccccc2)CC1, [Na+]. The product is O=C(c1ccccc1)N1CCN(c2ccc([N+](=O)[O-])cc2NCc2ccccc2)CC1. RXN SMILES: [C:33]([O:34][BH-:35]([O:36][C:37](=[O:38])[CH3:39])[O:40][C:41](=[O:42])[CH3:43])(=[O:44])[CH3:45].[CH:25](=[O:26])[c:27]1[cH:28][cH:29][cH:30][cH:31][cH:32]1.[Cl:47][CH:48]([Cl:49])[CH3:50].[NH2:1][c:2]1[c:3]([N:11]2[CH2:12][CH2:13][N:14]([C:17](=[O:18])[c:19]3[cH:20][cH:21][cH:22][cH:23][cH:24]3)[CH2:15][CH2:16]2)[cH:4][cH:5][c:6]([N+:8](=[O:9])[O-:10])[cH:7]1.[Na+:46]>>[NH:1]([c:2]1[c:3]([N:11]2[CH2:12][CH2:13][N:14]([C:17](=[O:18])[c:19]3[cH:20][cH:21][cH:22][cH:23][cH:24]3)[CH2:15][CH2:16]2)[cH:4][cH:5][c:6]([N+:8](=[O:9])[O-:10])[cH:7]1)[CH2:25][c:27]1[cH:28][cH:29][cH:30][cH:31][cH:32]1. Starting materials: OC1CNCC1N1CCC(O)(c2ccc(Cl)cc2)CC1, Clc1ccc2c(Cl)ncnc2c1. The product is OC1CN(c2ncnc3cc(Cl)ccc23)CC1N1CCC(O)(c2ccc(Cl)cc2)CC1. As a reaction SMILES: [Cl:1][c:2]1[cH:3][cH:4][c:5]([C:8]2([OH:20])[CH2:9][CH2:10][N:11]([CH:14]3[CH2:15][NH:16][CH2:17][CH:18]3[OH:19])[CH2:12][CH2:13]2)[cH:6][cH:7]1.[Cl:21][c:22]1[n:23][cH:24][n:25][c:26]2[cH:27][c:28]([Cl:32])[cH:29][cH:30][c:31]12>>[Cl:1][c:2]1[cH:3][cH:4][c:5]([C:8]2([OH:20])[CH2:9][CH2:10][N:11]([CH:14]3[CH2:15][N:16]([c:22]4[n:23][cH:24][n:25][c:26]5[cH:27][c:28]([Cl:32])[cH:29][cH:30][c:31]45)[CH2:17][CH:18]3[OH:19])[CH2:12][CH2:13]2)[cH:6][cH:7]1. Reactants: OC1(C=2C=CC(=CC2C(CC1)(C)C)C#CC1=CC=C(C(=O)OCC)C=C1)CC(=O)OCC (ethyl 4-[(5,6,7,8-tetrahydro-5-hydroxy-8,8-dimethyl-5-carboethoxymethylnaphth-2-yl)ethynyl]benzoate), OC1(C=2C=CC(=CC2C(CC1)(C)C)C#CC1=CC=C(C(=O)OCC)C=C1)CC(=O)OCC (ethyl 4-[(5,6,7,8-tetrahydro-5-hydroxy-8,8-dimethyl-5-carboethoxymethylnaphth-2-yl)ethynyl]benzoate), CC1(CCC(C=2C=CC(=CC12)C#CC1=CC=C(C(=O)OCC[Si](C)(C)C)C=C1)=O)C (trimethylsilylethyl 4-[(5,6,7,8-tetrahydro-8,8-dimethyl-5-oxonaphth-2-yl)ethynyl]benzoate), CC1(CCC(C=2C=CC(=CC12)C#CC1=CC=C(C(=O)OCC[Si](C)(C)C)C=C1)=O)C (trimethylsilylethyl 4-[(5,6,7,8-tetrahydro-8,8-dimethyl-5-oxonaphth-2-yl)ethynyl]benzoate). Product: OC1(C=2C=CC(=CC2C(CC1)(C)C)C#CC1=CC=C(C(=O)OCC[Si](C)(C)C)C=C1)CC(=O)OCC (Trimethylsilylethyl 4-[(5,6,7,8-tetrahydro-5-hydroxy-8,8-dimethyl-5-carboethoxymethylnaphth-2-yl)ethynyl]benzoate). Reaction SMILES: [OH:1][C:2]1([CH2:27][C:28]([O:30][CH2:31][CH3:32])=[O:29])[CH2:11][CH2:10][C:9]([CH3:13])([CH3:12])[C:8]2[CH:7]=[C:6]([C:14]#[C:15][C:16]3[CH:26]=[CH:25][C:19]([C:20]([O:22][CH2:23][CH3:24])=[O:21])=[CH:18][CH:17]=3)[CH:5]=[CH:4][C:3]1=2.CC1(C)C2C=C(C#CC3C=CC(C(OC[CH2:54][Si:55](C)([CH3:57])[CH3:56])=O)=CC=3)C=CC=2C(=O)CC1>>[OH:1][C:2]1([CH2:27][C:28]([O:30][CH2:31][CH3:32])=[O:29])[CH2:11][CH2:10][C:9]([CH3:12])([CH3:13])[C:8]2[CH:7]=[C:6]([C:14]#[C:15][C:16]3[CH:17]=[CH:18][C:19]([C:20]([O:22][CH2:23][CH2:24][Si:55]([CH3:57])([CH3:56])[CH3:54])=[O:21])=[CH:25][CH:26]=3)[CH:5]=[CH:4][C:3]1=2. Reported procedure: Employing the same general procedure as for the preparation of ethyl 4-[(5,6,7,8-tetrahydro-5-hydroxy-8,8-dimethyl-5-carboethoxymethylnaphth-2-yl)ethynyl]benzoate (Compound 113), 0.38 g (0.89 mmol) of trimethylsilylethyl 4-[(5,6,7,8-tetrahydro-8,8-dimethyl-5-oxonaphth-2-yl)ethynyl]benzoate (Compound 116), was converted into the title compound (yellow solid) using 0.50 g (7.65 mmol) of zinc, 0.20 ml (1.78 mmol) of ethyl bromoacetate and 20 ml of dry benzene.